This data is from the Open Reaction Database (ORD), a public repository of structured organic reaction records. The task is: describe an organic reaction: reactants, conditions, products, and yield The reactants are COC([C@H](CNC(C1=CC=C(C=C1)OCCC=1NC2=CC=CC=C2C1)=O)NS(=O)(=O)C1=CC=CC=C1)=O (4-[2-(Indol-2-yl)ethyloxy]benzoyl-2(S)-phenylsulfonylamino-β-alanine methyl ester), [Li+].[OH-] (LiOH). Run in C1CCOC1 (THF). Product: N1C(=CC2=CC=CC=C12)CCOC1=CC=C(C(=O)NC[C@@H](C(=O)O)NS(=O)(=O)C2=CC=CC=C2)C=C1 (4-[2-(Indol-2-yl)ethyloxy]benzoyl-2(S)-phenylsulfonylamino-β-alanine). RXN SMILES: C[O:2][C:3](=[O:37])[C@@H:4]([NH:27][S:28]([C:31]1[CH:36]=[CH:35][CH:34]=[CH:33][CH:32]=1)(=[O:30])=[O:29])[CH2:5][NH:6][C:7](=[O:26])[C:8]1[CH:13]=[CH:12][C:11]([O:14][CH2:15][CH2:16][C:17]2[NH:18][C:19]3[C:24]([CH:25]=2)=[CH:23][CH:22]=[CH:21][CH:20]=3)=[CH:10][CH:9]=1.[Li+].[OH-]>C1COCC1>[NH:18]1[C:19]2[C:24](=[CH:23][CH:22]=[CH:21][CH:20]=2)[CH:25]=[C:17]1[CH2:16][CH2:15][O:14][C:11]1[CH:10]=[CH:9][C:8]([C:7]([NH:6][CH2:5][C@H:4]([NH:27][S:28]([C:31]2[CH:36]=[CH:35][CH:34]=[CH:33][CH:32]=2)(=[O:29])=[O:30])[C:3]([OH:37])=[O:2])=[O:26])=[CH:13][CH:12]=1 |f:1.2|. Reported procedure: Ester 4-5 (147 mg, 0.28 mmol), and 1N LiOH (0.70 mL, 0.70 mmol), were, combined in 3 mL THF. After 16 h the mixture was concentrated and purified by flash chromatography (silica, 33:20:1:1 EtOAc/EtOH/NH4OH/H2O) providing 4-6 as a white solid. Rf 0.33 (silica, 33:20:1:1 EtOAc/EtOH/NH4OH/H2O). The reactants are Cc1nc2c(NC(=O)C(Cl)(Cl)Cl)nc3ccccc3c2s1, C[O-], CO, [Na+]. Yields the product Cc1nc2c(N)nc3ccccc3c2s1. Reaction SMILES: [CH3:1][c:2]1[s:3][c:4]2[c:5]([c:6]([NH:14][C:15](=[O:16])[C:17]([Cl:18])([Cl:19])[Cl:20])[n:7][c:8]3[cH:9][cH:10][cH:11][cH:12][c:13]23)[n:21]1.[CH3:22][O-:23].[CH3:25][OH:26].[Na+:24]>>[CH3:1][c:2]1[s:3][c:4]2[c:5]([c:6]([NH2:14])[n:7][c:8]3[cH:9][cH:10][cH:11][cH:12][c:13]23)[n:21]1.